From a dataset of the Open Reaction Database (ORD), a public repository of structured organic reaction records. describe an organic reaction: reactants, conditions, products, and yield The reactants are C1(=CC=CC=C1)C1=NN=NN1C(C1=CC=CC=C1)(C1=CC=CC=C1)C1=CC=CC=C1 (5-phenyl-1-trityl-1H-tetrazole), B(OC(C)C)(OC(C)C)OC(C)C (triisopropyl borate). Solvent: THF(dried), C(C)(=O)O (acetic acid). Conditions: temperature -25 celsius, time 3 hour. Yields the product C(C1=CC=CC=C1)(C1=CC=CC=C1)(C1=CC=CC=C1)N1N=NN=C1C1=C(C=CC=C1)B(O)O (2-(1-Trityl-1H-tetrazol-5-yl)phenylboronic Acid). Isolated yield 69.3%. As a reaction SMILES: [C:1]1([C:7]2[N:11]([C:12]([C:25]3[CH:30]=[CH:29][CH:28]=[CH:27][CH:26]=3)([C:19]3[CH:24]=[CH:23][CH:22]=[CH:21][CH:20]=3)[C:13]3[CH:18]=[CH:17][CH:16]=[CH:15][CH:14]=3)[N:10]=[N:9][N:8]=2)[CH:6]=[CH:5][CH:4]=[CH:3][CH:2]=1.[B:31](OC(C)C)([O:36]C(C)C)[O:32]C(C)C>C(O)(=O)C>[C:12]([N:11]1[C:7]([C:1]2[CH:6]=[CH:5][CH:4]=[CH:3][C:2]=2[B:31]([OH:36])[OH:32])=[N:8][N:9]=[N:10]1)([C:25]1[CH:26]=[CH:27][CH:28]=[CH:29][CH:30]=1)([C:13]1[CH:18]=[CH:17][CH:16]=[CH:15][CH:14]=1)[C:19]1[CH:20]=[CH:21][CH:22]=[CH:23][CH:24]=1. Procedure details: A solution of 5-phenyl-1-trityl-1H-tetrazole (70.0 g, 180.20 mmol, 1.00 equiv) in THF(dried) (560 mL) was placed in a flask that had been purged and maintained with an inert atmosphere of nitrogen. The mixture was cooled to −25° C. Butyllithium was added to quench the trace of water in the reaction mixture until the color of the mixture remained red for at least 5 minutes. Butyllithium (80.0 mL, 2.5 mol/L) was then added dropwise to the mixture over a period of about 40 minutes at a temperature ... Reaction conditions: temperature 25 celsius, time 19 hour. Product: CC1(C(N(C(O1)=O)NC1=CC=CC=C1)=O)C1=CC=C(C=C1)OC1=CC=CC=C1 (5-Methyl-5-(4-phenoxyphenyl)-3-phenylamino-2,4-oxazolidinedione). Reported procedure: A mixture of 14.3 g of ethyl 2-(4-phenoxyphenyl)lactate (34 g of a mixture containing 14.3 g of ethyl 2-(4-phenoxyphenyl)lactate and 19.7 g of diphenyl ether), 9.7 g of 1,1'-carbonyldiimidazole and 100 mL of methylene chloride was agitated at 25° C. for 19 h. Water (0.30 mL) was added and the mixture was agitated for 15 min. Then, 5 mL of acetic acid and 7.4 g of phenylhydrazine were added. After agitating at 25° C. for 24 h, 100 mL of water was added. The pH was lowered to 2 with hydrochloric a... Isolated yield 81.3%. RXN SMILES: [O:1]([C:8]1[CH:13]=[CH:12][C:11]([C:14]([CH3:21])([OH:20])[C:15]([O:17]CC)=O)=[CH:10][CH:9]=1)[C:2]1[CH:7]=[CH:6][CH:5]=[CH:4][CH:3]=1.[C:22]1([O:28]C2C=CC=CC=2)C=CC=CC=1.C(N1C=CN=C1)(N1C=CN=C1)=O.[C:47]1([NH:53][NH2:54])[CH:52]=[CH:51][CH:50]=[CH:49][CH:48]=1.Cl>O.C(O)(=O)C.C(Cl)Cl>[CH3:21][C:14]1([C:11]2[CH:10]=[CH:9][C:8]([O:1][C:2]3[CH:3]=[CH:4][CH:5]=[CH:6][CH:7]=3)=[CH:13][CH:12]=2)[O:20][C:22](=[O:28])[N:54]([NH:53][C:47]2[CH:52]=[CH:51][CH:50]=[CH:49][CH:48]=2)[C:15]1=[O:17]. Run in C(Cl)Cl (methylene chloride), O (water), C(C)(=O)O (acetic acid), O (Water). The reactants are O(C1=CC=CC=C1)C1=CC=C(C=C1)C(C(=O)OCC)(O)C (ethyl 2-(4-phenoxyphenyl)lactate), mixture, O(C1=CC=CC=C1)C1=CC=C(C=C1)C(C(=O)OCC)(O)C (ethyl 2-(4-phenoxyphenyl)lactate), C1(=CC=CC=C1)OC1=CC=CC=C1 (diphenyl ether), C(=O)(N1C=NC=C1)N1C=NC=C1 (1,1'-carbonyldiimidazole), C1(=CC=CC=C1)NN (phenylhydrazine), Cl (hydrochloric acid).